This data is from the Open Reaction Database (ORD), a public repository of structured organic reaction records. The task is: describe an organic reaction: reactants, conditions, products, and yield Starting materials: [Sn](Cl)(Cl)(Cl)Cl (tin tetrachloride), C(C)(C)(C)C1=C(C(=CC=C1)C)O (2-tert-butyl-6-methylphenol), C(Cl)Cl (methylene chloride), C(CCCC#C)(=O)Cl (5-hexynoyl chloride). Conditions: temperature -78 celsius, time 30 minute. Yields the product C(C)(C)(C)C1=C(C(=CC(=C1)C(CCCC#C)=O)C)O (2-t-butyl-4-(5-hexynoyl)-6-methylphenol). Isolated yield 51.4%. RXN SMILES: [C:1]([C:5]1[CH:10]=[CH:9][CH:8]=[C:7]([CH3:11])[C:6]=1[OH:12])([CH3:4])([CH3:3])[CH3:2].C(Cl)Cl.[C:16](Cl)(=[O:22])[CH2:17][CH2:18][CH2:19][C:20]#[CH:21].[Sn](Cl)(Cl)(Cl)Cl>>[C:1]([C:5]1[CH:10]=[C:9]([C:16](=[O:22])[CH2:17][CH2:18][CH2:19][C:20]#[CH:21])[CH:8]=[C:7]([CH3:11])[C:6]=1[OH:12])([CH3:4])([CH3:3])[CH3:2]. Procedure details: To a solution of 2-tert-butyl-6-methylphenol (1.2 g, 7.3 mmol) in methylene chloride (28 ml, 1.1 equiv.), stirred under argon at -78° C., is added 5-hexynoyl chloride (1.0 g) followed by tin tetrachloride (0.93 mL, 1.1 equiv.). After stirring 30 minutes at -78° C., the reaction is warmed to -50° C. and stirred 5 minutes more. The mixture is then quenched with 1N HCl/ether. The product is extracted from 1N HCl with 3 portions of ether, and the ether layers are combined and washed with water. The ... The reactants are NC(=S)N (thiourea), BrC(C(=O)N)C(C1=C(C=CC=C1)C(F)(F)F)=O (2-bromo-3-oxo-3-(2-trifluoromethyl-phenyl)-propionamide). Run in C(C)O (ethanol). Run at time 8 hour. Yields the product C(N)(=N)SC(C(=O)N)C(C1=C(C=CC=C1)C(F)(F)F)=O (2-carbamimidoylsulfanyl-3-oxo-3-(2-trifluoromethyl-phenyl)-propionamide). Isolated yield 10.4%. As a reaction SMILES: [NH2:1][C:2]([NH2:4])=[S:3].Br[CH:6]([C:10](=[O:21])[C:11]1[CH:16]=[CH:15][CH:14]=[CH:13][C:12]=1[C:17]([F:20])([F:19])[F:18])[C:7]([NH2:9])=[O:8]>C(O)C>[C:2]([S:3][CH:6]([C:10](=[O:21])[C:11]1[CH:16]=[CH:15][CH:14]=[CH:13][C:12]=1[C:17]([F:18])([F:19])[F:20])[C:7]([NH2:9])=[O:8])(=[NH:4])[NH2:1]. Reported procedure: To a solution of 2.80 g (0.37 mole) of thiourea in 1200 mL of ethanol was added 11.40 g (0.37 mole) of 2-bromo-3-oxo-3-(2-trifluoromethyl-phenyl)-propionamide. After stirring at room temperature overnight, the mixture was concentrated under reduced pressure. Purification of the residue by silica gel chromatography, eluting with dichloromethane-methanol (gradient 100:0-80:20) gave 11.80 g of 2-carbamimidoylsulfanyl-3-oxo-3-(2-trifluoromethyl-phenyl)-propionamide as a yellow solid. Reaction SMILES: [F:1][C:2]1[CH:3]=[C:4]2[C:9](=[CH:10][C:11]=1[N:12]1[CH2:17][CH2:16][NH:15][CH2:14][CH2:13]1)[N:8]1[CH:18]([CH3:20])[S:19][C:7]1=[C:6]([C:21]([O:23][CH2:24][CH3:25])=[O:22])[C:5]2=[O:26].C(=O)([O-])[O-].[K+].[K+].Br[CH2:34][C:35](=[O:37])[CH3:36]>CN(C)C=O>[CH2:34]([N:15]1[CH2:16][CH2:17][N:12]([C:11]2[CH:10]=[C:9]3[C:4]([C:5](=[O:26])[C:6]([C:21]([O:23][CH2:24][CH3:25])=[O:22])=[C:7]4[S:19][CH:18]([CH3:20])[N:8]43)=[CH:3][C:2]=2[F:1])[CH2:13][CH2:14]1)[C:35]([CH3:36])=[O:37] |f:1.2.3|. The solvent is CN(C=O)C (N,N-dimethylformamide). Isolated yield 84.8%. The reactants are FC=1C=C2C(C(=C3N(C2=CC1N1CCNCC1)C(S3)C)C(=O)OCC)=O (Ethyl 6-fluoro-1-methyl-7-(1-piperazinyl)-4-oxo-4H-(1,3)thiazeto(3,2-a)quinoline-3-carboxylate), ice water, C([O-])([O-])=O.[K+].[K+] (potassium carbonate), BrCC(C)=O (bromoacetone). Procedure: Ethyl 6-fluoro-1-methyl-7-(1-piperazinyl)-4-oxo-4H-(1,3)thiazeto(3,2-a)quinoline-3-carboxylate (3.8 g) was suspended in 50 ml of N,N-dimethylformamide, 1.66 g of potassium carbonate was added thereto, 1.65 g of bromoacetone was dropped in with ice cooling and stirring, and the mixture was stirred at room temperature for 20 hours. The reaction solution was poured over into ice water and the crystals separated out were collected by filtration, washed with water, dried and recrystallized from ethan... Product: C(C(=O)C)N1CCN(CC1)C1=C(C=C2C(C(=C3N(C2=C1)C(S3)C)C(=O)OCC)=O)F (Ethyl 7-(4-acetonyl-1-piperazinyl)-6-fluoro-1-methyl-4-oxo-4H-(1,3)thiazeto(3,2-a)quinoline-3-carboxylate). Starting materials: 9, ClC1=CC(=NC=C1)C=1NC(=CC(C1)=O)C1=NC=CC(=C1)Cl (4,4″-dichlor-1′H-[2,2′;6′,2″]terpyridin-4′-on), OCCN1CCNCC1 (1-(2-hydroxyethyl)-piperazin), Zn(II) chloride. The solvent is ClC1=CC=CC=C1 (chlorobenzol). Product: 4,4″-Bis-[4-(2-hydroxy-ethyl)-piperazin-1-yl), N1=C(C=CC=C1)C=1NC(=CC(C1)=O)C1=NC=CC=C1 (1′H-[2,2′;6′,2″]terpyridin-4′-on). Reaction SMILES: Cl[C:2]1[CH:7]=[CH:6][N:5]=[C:4]([C:8]2[NH:9][C:10]([C:15]3[CH:20]=[C:19](Cl)[CH:18]=[CH:17][N:16]=3)=[CH:11][C:12](=[O:14])[CH:13]=2)[CH:3]=1.OCCN1CCNCC1>ClC1C=CC=CC=1>[N:5]1[CH:6]=[CH:7][CH:2]=[CH:3][C:4]=1[C:8]1[NH:9][C:10]([C:15]2[CH:20]=[CH:19][CH:18]=[CH:17][N:16]=2)=[CH:11][C:12](=[O:14])[CH:13]=1. Procedure: A mixture of 3.18 9 (10 mmol) 4,4″-dichlor-1′H-[2,2′;6′,2″]terpyridin-4′-on, 5.21 g (40 mmol) 1-(2-hydroxyethyl)-piperazin, and 30 mg Zn(II)-chloride in 300 ml chlorobenzol is refluxed for 18 hours. Afterwards the solution is concentrated by a rotary evaporator. The raw product is recrystallized from 40 ml water respectively 30 ml methanol. The whitish 4,4″-Bis-[4-(2-hydroxy-ethyl)-piperazin-1-yl)]-1′H-[2,2′;6′,2″]terpyridin-4′-on is obtained.